This data is from the Open Reaction Database (ORD), a public repository of structured organic reaction records. The task is: describe an organic reaction: reactants, conditions, products, and yield Solvent: CO (methanol). Isolated yield 97.3%. Conditions: temperature 0 celsius, time 21 hour. Yields the product COC1=C(C=C(N)C=C1)[N+](=O)[O-] (4-Methoxy-3-nitroaniline). Procedure: To a 1M solution of 3-nitro-4-fluoroaniline (16.7 g, 107 mmol, from Aldrich Chemical Co., Milwaukee, Wis., U.S.A.) in anhydrous methanol at ambient temperature was added sodium methoxide (23.1 g, 428 mmol) and the resulting solution was refluxed with stirring for 21 hours. The reaction mixture was then cooled to 0° C. and a 12M solution of HCl (13.4 mL) was added dropwise followed by water (250 mL). The crude mixture was extracted three times with Et2O (200 mL). The organic layers were combined,... Reactants: solution, Cl (HCl), solution, [N+](=O)([O-])C=1C=C(N)C=CC1F (3-nitro-4-fluoroaniline), C[O-].[Na+] (sodium methoxide), O (water). As a reaction SMILES: [N+:1]([C:4]1[CH:5]=[C:6]([CH:8]=[CH:9][C:10]=1F)[NH2:7])([O-:3])=[O:2].[CH3:12][O-:13].[Na+].Cl.O>CO>[CH3:12][O:13][C:10]1[CH:9]=[CH:8][C:6]([NH2:7])=[CH:5][C:4]=1[N+:1]([O-:3])=[O:2] |f:1.2|. Reported procedure: By a procedure similar to that of example 1.59.1, starting from 2-naphthaldehyde and 4-iodoacetophenone, 1-(4-iodophenyl)-3-(2-naphthalenyl)prop-2-en-1-one was obtained as yellowish solid. RXN SMILES: [CH:1]1[C:10]2[C:5](=[CH:6][CH:7]=[CH:8][CH:9]=2)[CH:4]=[CH:3][C:2]=1[CH:11]=O.[CH3:13][C:14]([C:16]1[CH:21]=[CH:20][C:19]([I:22])=[CH:18][CH:17]=1)=[O:15]>>[I:22][C:19]1[CH:20]=[CH:21][C:16]([C:14](=[O:15])[CH:13]=[CH:11][C:2]2[CH:3]=[CH:4][C:5]3[C:10](=[CH:9][CH:8]=[CH:7][CH:6]=3)[CH:1]=2)=[CH:17][CH:18]=1. The product is IC1=CC=C(C=C1)C(C=CC1=CC2=CC=CC=C2C=C1)=O (1-(4-iodophenyl)-3-(2-naphthalenyl)prop-2-en-1-one). Starting materials: C1=C(C=CC2=CC=CC=C12)C=O (2-naphthaldehyde), CC(=O)C1=CC=C(C=C1)I (4-iodoacetophenone). Starting materials: O1CCCC(C2=C1C=CC=C2)=O (2,3-dihydro-1-benzoxepin-5(4H)-one), [BH4-].[Na+] (sodium borohydride). The solvent is CO (methanol). Yields the product OC1CCCOC2=C1C=CC=C2 (5-Hydroxy-2,3,4,5,-tetrahydro-1-benzoxepin). RXN SMILES: [O:1]1[C:7]2[CH:8]=[CH:9][CH:10]=[CH:11][C:6]=2[C:5](=[O:12])[CH2:4][CH2:3][CH2:2]1.[BH4-].[Na+]>CO>[OH:12][CH:5]1[C:6]2[CH:11]=[CH:10][CH:9]=[CH:8][C:7]=2[O:1][CH2:2][CH2:3][CH2:4]1 |f:1.2|. Reported procedure: 121.9 g (0.752 mole) of 2,3-dihydro-1-benzoxepin-5(4H)-one are dissolved in 1,400 ml of methanol and, while stirring vigorously, 18.5 g (0.489 mole) of sodium borohydride are introduced in portions so that the temperature remains below 20° C. The mixture is subsequently stirred for 2 hours, most of the solvent is distilled off in vacuo, and the residue is taken up in ethyl acetate. The organic phase is washed with water, 1N potassium bisulfate solution, water and saturated sodium chloride soluti... Reactants: Cl.ClCC1(CCCC1)N (1-Chloromethylcyclopentanamine HCl salt), C(C)C1=C(C=CC(=C1)[N+](=O)[O-])N=C=S (2-ethyl-4-nitrophenyl isothiocyanate), C(C)C1=C(N)C=CC(=C1)[N+](=O)[O-] (2-ethyl-4-nitroaniline), C(C)(=O)N (acetamide), OCCN (2-hydroxyethylamine), Cl.ClCC1(CCCC1)N (1-chloromethylcyclopentanamine HCl salt), C(C)C1=C(C=CC(=C1)[N+](=O)[O-])N=C=S (2-ethyl-4-nitrophenyl isothiocyanate), C(C)C1=C(N)C=CC=C1 (2-Ethylaniline), C(C)CC(=O)NC1=CC=CC=C1 (2-ethylacetanilide), NC1=CC=CC=C1 (aniline). Yields the product OCC1(CCCC1)N (1-Hydroxymethylcyclopentanamine), C(C)C1=C(C=CC(=C1)[N+](=O)[O-])C1=C(C=CC=C1)N=C1NC2(CS1)CCCC2 (2-(2-ethyl-4-nitrophenylphenylimino)-3-thia-1-azaspiro[4.4]nonane). As a reaction SMILES: [CH2:1]([C:3]1[CH:9]=[CH:8][CH:7]=[CH:6][C:4]=1[NH2:5])[CH3:2].[CH2:10](CC(NC1C=CC=CC=1)=[O:14])[CH3:11].C(N)(=O)C.C([C:28]1[CH:34]=[C:33]([N+:35]([O-:37])=[O:36])[CH:32]=CC=1N)C.NC1C=CC=CC=1.C([C:47]1[CH:52]=[C:51]([N+]([O-])=O)[CH:50]=[CH:49][C:48]=1[N:56]=[C:57]=[S:58])C.OCCN.Cl.ClCC1(N)CCCC1>>[OH:14][CH2:6][C:4]1([NH2:5])[CH2:3][CH2:9][CH2:8][CH2:7]1.[CH2:10]([C:2]1[CH:32]=[C:33]([N+:35]([O-:37])=[O:36])[CH:34]=[CH:28][C:1]=1[C:3]1[CH:9]=[CH:8][CH:7]=[CH:6][C:4]=1[N:5]=[C:57]1[S:58][CH2:49][C:48]2([CH2:47][CH2:52][CH2:51][CH2:50]2)[NH:56]1)[CH3:11] |f:7.8|. Reported procedure: 2-Ethylaniline was protected as 2-ethylacetanilide according to Method A2a, Step 1. The acetamide was converted to 2-ethyl-4-nitroaniline, then deprotected according to Method A2a, Step 2. The aniline was converted to 2-ethyl-4-nitrophenyl isothiocyanate according to Method A2a, Step 3. 1-Hydroxymethylcyclopentanamine was prepared according to Method B1c. The 2-hydroxyethylamine was converted to 1-chloromethylcyclopentanamine HCl salt according to Method B7e. 1-Chloromethylcyclopentanamine HCl s... Starting materials: CS(=O)(=O)C1=CC=C(OCC2=NC=C(C=C2)C2CCN(CC2)C(=O)OC(C)(C)C)C=C1 (tert-Butyl 4-[2-(4-methanesufonylphenoxymethyl)-pyridin-5-yl]piperidine-1-carboxylate), C(CCCC)C=1C=NC(=NC1)Br (5-pentyl-2-bromopyrimidine). The product is CS(=O)(=O)C1=CC=C(OCC2=NC=C(C=C2)C2CCN(CC2)C2=NC=C(C=N2)CCCCC)C=C1 (2-[4-[2-(4-Methanesulfonylphenoxymethyl)pyridin-5-yl]piperidin-1-yl]-5-pentylpyrimidine), Example 48. The yield is 64.0%. As a reaction SMILES: [CH3:1][S:2]([C:5]1[CH:31]=[CH:30][C:8]([O:9][CH2:10][C:11]2[CH:16]=[CH:15][C:14]([CH:17]3[CH2:22][CH2:21][N:20]([C:23](OC(C)(C)C)=O)[CH2:19][CH2:18]3)=[CH:13][N:12]=2)=[CH:7][CH:6]=1)(=[O:4])=[O:3].[CH2:32]([C:37]1[CH:38]=[N:39]C(Br)=[N:41][CH:42]=1)[CH2:33][CH2:34][CH2:35][CH3:36]>>[CH3:1][S:2]([C:5]1[CH:6]=[CH:7][C:8]([O:9][CH2:10][C:11]2[CH:16]=[CH:15][C:14]([CH:17]3[CH2:22][CH2:21][N:20]([C:23]4[N:41]=[CH:42][C:37]([CH2:32][CH2:33][CH2:34][CH2:35][CH3:36])=[CH:38][N:39]=4)[CH2:19][CH2:18]3)=[CH:13][N:12]=2)=[CH:30][CH:31]=1)(=[O:4])=[O:3]. Procedure details: The title compound was prepared from tert-butyl 4-[2-(4-methanesulfonylphenoxymethyl)pyridin-5-yl]piperidine-1-carboxylate (Example 1) (50 mg, 0.11 mmol) and 5-pentyl-2-bromopyrimidine (37 μL, 0.22 mmol) following a procedure analogous to that in Example 48 as a white crystal (35 mg, yield 64%). The reactants are CCO, N#Cc1cn(C2CCNC2)c2cc(NC3CCCCC3)c(F)cc2c1=O, Cl, Cl, [H][H], O=[Pt]. Yields the product NCc1cn(C2CCNC2)c2cc(NC3CCCCC3)c(F)cc2c1=O, Cl. Reaction SMILES: [CH3:33][CH2:34][OH:35].[CH:2]1([NH:8][c:9]2[c:10]([F:27])[cH:11][c:12]3[c:13](=[O:26])[c:14]([C:24]#[N:25])[cH:15][n:16]([CH:19]4[CH2:20][NH:21][CH2:22][CH2:23]4)[c:17]3[cH:18]2)[CH2:3][CH2:4][CH2:5][CH2:6][CH2:7]1.[ClH:1].[ClH:28].[H:29][H:30].[Pt:31]=[O:32]>>[CH:2]1([NH:8][c:9]2[c:10]([F:27])[cH:11][c:12]3[c:13](=[O:26])[c:14]([CH2:24][NH2:25])[cH:15][n:16]([CH:19]4[CH2:20][NH:21][CH2:22][CH2:23]4)[c:17]3[cH:18]2)[CH2:3][CH2:4][CH2:5][CH2:6][CH2:7]1.[ClH:1]. The reactants are ClC(C(C)(C)OC(=O)N1C2CN(CC1C(=C(C2)C2=CC=C(C=C2)OCCOC2=C(C=CC(=C2)F)Cl)C(=O)O)C(C)=O)(Cl)Cl (3-Acetyl-7-{4-[2-(2-chloro-5-fluorophenoxy)ethoxy]phenyl}-3,9-diazabicyclo-[3.3.1]non-6-ene-6,9-dicarboxylic acid 9-(2,2,2-trichloro-1,1-dimethylethyl) ester), ClC1=C(CNC2CC2)C=CC=C1 ((2-chlorobenzyl)cyclopropylamine). The product is C(=O)O.ClC1=C(CN(C(=O)C=2[C@H]3CN(C[C@@H](CC2C2=CC=C(C=C2)OCCOC2=C(C=CC(=C2)F)Cl)N3)C(C)=O)C3CC3)C=CC=C1 ((rac.)-(1R*,5S*)-3-Acetyl-7-{4-[2-(2-chloro-5-fluorophenoxy)ethoxy]phenyl}-3,9-diazabicyclo[3.3.1]non-6-ene-6-carboxylic acid (2-chlorobenzyl)-cyclopropylamide formate salt). As a reaction SMILES: ClC(Cl)(Cl)C([O:6][C:7]([N:9]1[CH:14]2[C:15]([C:36](O)=[O:37])=[C:16]([C:18]3[CH:23]=[CH:22][C:21]([O:24][CH2:25][CH2:26][O:27][C:28]4[CH:33]=[C:32]([F:34])[CH:31]=[CH:30][C:29]=4[Cl:35])=[CH:20][CH:19]=3)[CH2:17][CH:10]1[CH2:11][N:12]([C:39](=[O:41])[CH3:40])[CH2:13]2)=[O:8])(C)C.[Cl:44][C:45]1[CH:55]=[CH:54][CH:53]=[CH:52][C:46]=1[CH2:47][NH:48][CH:49]1[CH2:51][CH2:50]1>>[CH:7]([OH:8])=[O:6].[Cl:44][C:45]1[CH:55]=[CH:54][CH:53]=[CH:52][C:46]=1[CH2:47][N:48]([CH:49]1[CH2:50][CH2:51]1)[C:36]([C:15]1[C@@H:14]2[NH:9][C@H:10]([CH2:17][C:16]=1[C:18]1[CH:23]=[CH:22][C:21]([O:24][CH2:25][CH2:26][O:27][C:28]3[CH:33]=[C:32]([F:34])[CH:31]=[CH:30][C:29]=3[Cl:35])=[CH:20][CH:19]=1)[CH2:11][N:12]([C:39](=[O:41])[CH3:40])[CH2:13]2)=[O:37] |f:2.3|. Procedure details: Synthesized according to typical procedures H and E from bicyclononene BN10 and (2-chlorobenzyl)cyclopropylamine. LC-MS: Rt=0.90; ES+: 638.22. The reactants are [Ca] (Calcium), CC(=CC1=CC=C(C=C1)C(C(=O)O)C)C (2-(4-dimethylvinylphenyl) propionic acid). Solvent: C(C)O (ethanol), C(C)O (ethanol). Yields the product [Ca].CC(=CC1=CC=C(C=C1)C(C(=O)[O-])C)C (Calcium 2-(4-Dimethylvinylphenyl)Propionate). The yield is 186.5%. Reaction SMILES: [Ca:1].[CH3:2][C:3]([CH3:16])=[CH:4][C:5]1[CH:10]=[CH:9][C:8]([CH:11]([CH3:15])[C:12]([OH:14])=[O:13])=[CH:7][CH:6]=1>C(O)C>[Ca:1].[CH3:2][C:3]([CH3:16])=[CH:4][C:5]1[CH:10]=[CH:9][C:8]([CH:11]([CH3:15])[C:12]([O-:14])=[O:13])=[CH:7][CH:6]=1 |f:3.4|. Procedure details: Calcium (0.34 g) in 30 ml of anhydrous ethanol was added to a stirred solution of 2-(4-dimethylvinylphenyl) propionic acid (4 g) in 50 ml of ethanol at room temperature. After refluxing for 1 hour, the clear reaction mixture was cooled and maintained at 0° for 10 hours. The title salt was collected by suction filtration and dried under reduced pressure to yield a white crystalline solid (3.85 g) m.p. 120°-122°. I.R. C=O stretch 1550-1560 cm-1.